From a dataset of the Open Reaction Database (ORD), a public repository of structured organic reaction records. describe an organic reaction: reactants, conditions, products, and yield Reactants: CN(C)C=O, O=C1Cc2c(OCCCl)ccc(F)c2N1, [N-]=[N+]=[N-], [Na+]. The product is [N-]=[N+]=NCCOc1ccc(F)c2c1CC(=O)N2. RXN SMILES: [CH3:20][N:21]([CH3:22])[CH:23]=[O:24].[Cl:1][CH2:2][CH2:3][O:4][c:5]1[c:6]2[c:10]([c:11]([F:14])[cH:12][cH:13]1)[NH:9][C:8](=[O:15])[CH2:7]2.[N-:17]=[N+:18]=[N-:19].[Na+:16]>>[CH2:2]([CH2:3][O:4][c:5]1[c:6]2[c:10]([c:11]([F:14])[cH:12][cH:13]1)[NH:9][C:8](=[O:15])[CH2:7]2)[N:17]=[N+:18]=[N-:19]. The reactants are [Na] (Sodium), ClC=1N=C(C(=NC1)C(=O)OC)C (methyl 5-chloro-3-methylpyrazine-2-carboxylate), [OH-].[Na+] (sodium hydroxide), [Na] (sodium), FC(CO)(F)F (2,2,2-trifluoroethanol). Reaction conditions: time 30 minute. The product is CC=1C(=NC=C(N1)OCC(F)(F)F)C(=O)O (3-methyl-5-(2,2,2-trifluoroethoxy)pyrazine-2-carboxylic acid). Isolated yield 101.1%. RXN SMILES: [Na].[F:2][C:3]([F:7])([F:6])[CH2:4][OH:5].Cl[C:9]1[N:10]=[C:11]([CH3:19])[C:12]([C:15]([O:17]C)=[O:16])=[N:13][CH:14]=1.[OH-].[Na+]>>[CH3:19][C:11]1[C:12]([C:15]([OH:17])=[O:16])=[N:13][CH:14]=[C:9]([O:5][CH2:4][C:3]([F:7])([F:6])[F:2])[N:10]=1 |f:3.4,^1:0|. Procedure: Sodium, which had been stored in mineral oil, was rinsed in hexane and cut into approximately 70-mg slivers. Those slivers of sodium (0.37 g, 16.08 mmol) were loaded into a 150-mL resealable vessel. The vessel was purged with argon, placed in a water bath, and 2,2,2-trifluoroethanol (31.2 mL, 429 mmol) was added. Bubbling ensued immediately. Bubbling had ceased and sodium had disappeared around 30 minutes. The mixture was stirred at room temperature for another 30 minutes. To this mixture was ad... The reactants are CO.C(C(=C)C)(=O)OC (methanol methyl methacrylate), C1(CCCCC1)CCCO (3-cyclohexyl-1-propanol), C(C(=C)C)(=O)OC (methyl methacrylate), COC1=CC=C(C=C1)O (p-methoxyphenol). The reagents and catalysts are CC(C)[O-].CC(C)[O-].CC(C)[O-].CC(C)[O-].[Ti+4] (isopropyl titanate). The product is C(C(=C)C)(=O)OCCCC1CCCCC1 (3-Cyclohexylpropyl methacrylate). Isolated yield 91.5%. As a reaction SMILES: [CH:1]1([CH2:7][CH2:8][CH2:9][OH:10])[CH2:6][CH2:5][CH2:4][CH2:3][CH2:2]1.[C:11](OC)(=[O:15])[C:12]([CH3:14])=[CH2:13].COC1C=CC(O)=CC=1.CO.C(OC)(=O)C(C)=C>CC([O-])C.CC([O-])C.CC([O-])C.CC([O-])C.[Ti+4]>[C:11]([O:10][CH2:9][CH2:8][CH2:7][CH:1]1[CH2:6][CH2:5][CH2:4][CH2:3][CH2:2]1)(=[O:15])[C:12]([CH3:14])=[CH2:13] |f:3.4,5.6.7.8.9|. Procedure: In a 4 liter three-neck round bottomed flask equipped with a thermometer, a reflux condenser with distillation attachment, and a stirrer, 852 g (6 mol) 3-cyclohexyl-1-propanol, 1800 g (18 mol) methyl methacrylate, 0.18 g p-methoxyphenol, and 26 g isopropyl titanate were heated to boiling, while passing air through the mixture, and a methanol/methyl methacrylate azeotrope was drawn off, until complete conversion was achieved (c. 3.5 hr). The excess methyl methacrylate was removed in a rotary evap...